This data is from the Open Reaction Database (ORD), a public repository of structured organic reaction records. The task is: describe an organic reaction: reactants, conditions, products, and yield The reactants are C(C)OC(=C)O[Si](C)(C)C ([(1-ethoxyvinyl)oxy](trimethyl)silane), COC1=CC=C(COCC(C=O)CC=C)C=C1 (2-{[(4-methoxybenzyl)oxy]methyl}pent-4-enal). The reagents and catalysts are [Ti](Cl)(Cl)(Cl)Cl (titanium tetrachloride). Run in C(Cl)Cl (methylene chloride), C(Cl)Cl (methylene chloride). Run at temperature -78 celsius. Yields the product OC(CC(=O)OCC)C(CC=C)COCC1=CC=C(C=C1)OC (Ethyl 3-hydroxy-4-{[(4-methoxybenzyl)oxy]methyl}hept-6-enoate). As a reaction SMILES: [CH2:1]([O:3][C:4]([O:6][Si](C)(C)C)=[CH2:5])[CH3:2].[CH3:11][O:12][C:13]1[CH:27]=[CH:26][C:16]([CH2:17][O:18][CH2:19][CH:20]([CH2:23][CH:24]=[CH2:25])[CH:21]=[O:22])=[CH:15][CH:14]=1>[Ti](Cl)(Cl)(Cl)Cl.C(Cl)Cl>[OH:22][CH:21]([CH:20]([CH2:19][O:18][CH2:17][C:16]1[CH:15]=[CH:14][C:13]([O:12][CH3:11])=[CH:27][CH:26]=1)[CH2:23][CH:24]=[CH2:25])[CH2:6][C:4]([O:3][CH2:1][CH3:2])=[O:5]. Procedure: A methylene chloride solution (10 mL) of titanium tetrachloride (0.97 mL, 8.88 mmol) and [(1-ethoxyvinyl)oxy](trimethyl)silane (J. Am. Chem. Soc. 2003, 125, 5644) was added to a methylene chloride solution (80 mL) of 2-{[(4-methoxybenzyl)oxy]methyl}pent-4-enal (Tetrahedron: Asymmetry 2001, 12, 3223) (1.98 g, 8.46 mmol) with stirring at −78° C., and the mixture was stirred at this temperature for 1.5 hours. The reaction was terminated by the addition of a saturated aqueous solution of sodium bica... Reaction SMILES: [O:1]=[C:2]1[C@H:8]([NH:9][C:10](=[O:16])OC(C)(C)C)[CH2:7][CH2:6][CH2:5][CH2:4][N:3]1[C:17]([NH:19][CH2:20][CH2:21][CH3:22])=[O:18].C(O)(C(F)(F)F)=O.ClC(Cl)(OC(=O)OC(Cl)(Cl)Cl)Cl.C([O-])(O)=O.[Na+].[Cl:47][C:48]1[CH:57]=[C:56]2[C:51]([C:52]([N:59]3[CH2:64][CH2:63][NH:62][CH2:61][CH2:60]3)=[CH:53][C:54]([NH2:58])=[N:55]2)=[CH:50][CH:49]=1>>[NH2:58][C:54]1[CH:53]=[C:52]([N:59]2[CH2:60][CH2:61][N:62]([C:10]([NH:9][C@H:8]3[CH2:7][CH2:6][CH2:5][CH2:4][N:3]([C:17]([NH:19][CH2:20][CH2:21][CH3:22])=[O:18])[C:2]3=[O:1])=[O:16])[CH2:63][CH2:64]2)[C:51]2[C:56](=[CH:57][C:48]([Cl:47])=[CH:49][CH:50]=2)[N:55]=1 |f:3.4|. Starting materials: O=C1N(CCCC[C@H]1NC(OC(C)(C)C)=O)C(=O)NCCC ([(3R)-hexahydro-2-oxo-1-[(propylamino)carbonyl]-1H-azepin-3-yl]-carbamic acid, 1,1-dimethylethyl ester), C(=O)(O)[O-].[Na+] (NaHCO3), ClC1=CC=C2C(=CC(=NC2=C1)N)N1CCNCC1 (7-chloro-4-(1-piperazinyl)-2-quinolinamine), C(=O)(C(F)(F)F)O (TFA), ClC(Cl)(OC(OC(Cl)(Cl)Cl)=O)Cl (triphosgene). Procedure: As described for example 213, [(3R)-hexahydro-2-oxo-1-[(propylamino)carbonyl]-1H-azepin-3-yl]-carbamic acid, 1,1-dimethylethyl ester, TFA, triphosgene, NaHCO3 (sat.), and 7-chloro-4-(1-piperazinyl)-2-quinolinamine are reacted to afford the product as a white solid. LC-MS: 502 (M++1). 1H NMR (CD3OD) δ 0.95 (t, 3H), 1.55 (m, 4H), 1.90 (m, 3H), 2.10 (d, 1H), 3.10 (m, 4H), 3.25 (m, 3H), 3.65 (m, 4H), 4.80–4.95 (m, 4H), 5.86 (d, 1H), 6.12 (s, 1H), 7.12 (d, 1H), 7.58 (s, 1H), 7.65 (d, 1H), 9.00 (m, 1H... The product is NC1=NC2=CC(=CC=C2C(=C1)N1CCN(CC1)C(=O)N[C@@H]1C(N(CCCC1)C(=O)NCCC)=O)Cl ((3S)-[[[4-(2-Amino-7-chloro-4-quinolinyl)-1-piperazinyl]carbonyl]amino]hexahydro-2-oxo-N-propyl-1H-azepine-1-carboxamide). Starting materials: COC(=O)c1cc(NC(=O)OC(C)(C)C)c([N+](=O)[O-])cc1I, C#Cc1ccccc1. The product is COC(=O)c1cc(NC(=O)OC(C)(C)C)c([N+](=O)[O-])cc1C#Cc1ccccc1. As a reaction SMILES: [CH3:1][O:2][C:3]([c:4]1[c:5]([I:21])[cH:6][c:7]([N+:18](=[O:19])[O-:20])[c:8]([NH:10][C:11](=[O:12])[O:13][C:14]([CH3:15])([CH3:16])[CH3:17])[cH:9]1)=[O:22].[c:23]1([C:29]#[CH:30])[cH:24][cH:25][cH:26][cH:27][cH:28]1>>[CH3:1][O:2][C:3]([c:4]1[c:5]([C:30]#[C:29][c:23]2[cH:24][cH:25][cH:26][cH:27][cH:28]2)[cH:6][c:7]([N+:18](=[O:19])[O-:20])[c:8]([NH:10][C:11](=[O:12])[O:13][C:14]([CH3:15])([CH3:16])[CH3:17])[cH:9]1)=[O:22]. The reactants are CCc1nc2c(O)cccc2o1, CCCC[N+](CCCC)(CCCC)CCCC, [I-], CI, [Na+], C1CCOC1, [OH-], O. The product is CCc1nc2c(OC)cccc2o1. RXN SMILES: [CH2:1]([CH3:2])[c:3]1[o:4][c:5]2[c:6]([n:7]1)[c:8]([OH:12])[cH:9][cH:10][cH:11]2.[CH2:23]([N+:24]([CH2:25][CH2:26][CH2:27][CH3:28])([CH2:29][CH2:30][CH2:31][CH3:32])[CH2:33][CH2:34][CH2:35][CH3:36])[CH2:37][CH2:38][CH3:39].[I-:22].[I:15][CH3:16].[Na+:14].[O:17]1[CH2:18][CH2:19][CH2:20][CH2:21]1.[OH-:13].[OH2:40]>>[CH2:1]([CH3:2])[c:3]1[o:4][c:5]2[c:6]([n:7]1)[c:8]([O:12][CH3:16])[cH:9][cH:10][cH:11]2.